Task: describe an organic reaction: reactants, conditions, products, and yield. Dataset: the Open Reaction Database (ORD), a public repository of structured organic reaction records Starting materials: CO (MeOH), product, BrC1=CC=C(C=C1)CN1C(C(CC2=C1N=C(N=C2)COC)C)=O (8-[(4-bromophenyl)methyl]-6-methyl-2-methoxymethyl-5,8-dihydro-6H-pyrido[2,3-d]pyrimidin-7-one), N1=CC=CC=C1 (pyridine), I[Si](C)(C)C (iodotrimethylsilane). The solvent is C(Cl)(Cl)Cl (CHCl3). Product: BrC1=CC=C(C=C1)CN1C(CCC2=C1N=C(N=C2C)CO)=O (8-[(4-Bromophenyl)methyl]-2-hydroxymethyl-4-methyl-5,8-dihydro-6H-pyrido[2,3-d]pyrimidin-7-one). Reaction SMILES: [Br:1][C:2]1[CH:7]=[CH:6][C:5]([CH2:8][N:9]2[C:14]3[N:15]=[C:16]([CH2:19][O:20]C)[N:17]=[CH:18][C:13]=3[CH2:12][CH:11](C)[C:10]2=[O:23])=[CH:4][CH:3]=1.N1C=CC=C[CH:25]=1.I[Si](C)(C)C.CO>C(Cl)(Cl)Cl>[Br:1][C:2]1[CH:7]=[CH:6][C:5]([CH2:8][N:9]2[C:14]3[N:15]=[C:16]([CH2:19][OH:20])[N:17]=[C:18]([CH3:25])[C:13]=3[CH2:12][CH2:11][C:10]2=[O:23])=[CH:4][CH:3]=1. Procedure details: To a solution of 8-[(4-bromophenyl)methyl]-6-methyl-2-methoxymethyl-5,8-dihydro-6H-pyrido[2,3-d]pyrimidin-7-one (1.00 g, 2.70 mmol) and pyridine (0.11 g, 1.30 mmol) in CHCl3 (9 mL) was added iodotrimethylsilane (0.77 g, 3.80 mmol). The mixture was heated under reflux for 30 h and MeOH (0.5 mL) was added. The mixture was concentrated, taken up in CH2Cl2, washed with aqueous Na2SO3 and brine, dried (MgSO4), and concentrated. Purification by flash chromatography (5% MeOH/CH2Cl2) gave o.54 g (56%) o...